The task is: describe an organic reaction: reactants, conditions, products, and yield. This data is from the Open Reaction Database (ORD), a public repository of structured organic reaction records. Starting materials: CCOC(C)=O, COc1cc(Cl)ccc1C#CCCO, [H][H]. Product: COc1cc(Cl)ccc1CCCCO. RXN SMILES: [CH3:17][CH2:18][O:19][C:20](=[O:21])[CH3:22].[Cl:1][c:2]1[cH:3][c:4]([O:13][CH3:14])[c:5]([C:8]#[C:9][CH2:10][CH2:11][OH:12])[cH:6][cH:7]1.[H:15][H:16]>>[Cl:1][c:2]1[cH:3][c:4]([O:13][CH3:14])[c:5]([CH2:8][CH2:9][CH2:10][CH2:11][OH:12])[cH:6][cH:7]1. Reactants: CO, COC(=O)C1CN(C(=O)OC(C)(C)C)CCC1c1cc(F)c(F)cc1F, [Li+], C1CCOC1, [OH-]. The product is CC(C)(C)OC(=O)N1CCC(c2cc(F)c(F)cc2F)C(C(=O)O)C1. RXN SMILES: [CH3:29][OH:30].[F:1][c:2]1[c:3]([CH:10]2[CH:11]([C:23](=[O:24])[O:25][CH3:26])[CH2:12][N:13]([C:16](=[O:17])[O:18][C:19]([CH3:20])([CH3:21])[CH3:22])[CH2:14][CH2:15]2)[cH:4][c:5]([F:9])[c:6]([F:8])[cH:7]1.[Li+:27].[O:31]1[CH2:32][CH2:33][CH2:34][CH2:35]1.[OH-:28]>>[F:1][c:2]1[c:3]([CH:10]2[CH:11]([C:23](=[O:24])[OH:25])[CH2:12][N:13]([C:16](=[O:17])[O:18][C:19]([CH3:20])([CH3:21])[CH3:22])[CH2:14][CH2:15]2)[cH:4][c:5]([F:9])[c:6]([F:8])[cH:7]1.